This data is from the Open Reaction Database (ORD), a public repository of structured organic reaction records. The task is: describe an organic reaction: reactants, conditions, products, and yield Starting materials: C(C)OC(=O)[C@H]1[C@@H]2C[C@H]([C@]([C@H]12)(C(=O)OCC1=CC=CC=C1)N)OCC1=CC=CC=C1 ((1S,2R,3R,5R,6S)-2-amino-3-benzyloxy-bicyclo [3.1.0] hexane-2,6-dicarboxylic acid 2-benzyl ester 6-ethyl ester), O[Li].O (LiOH.H2O), Cl (HCl). The solvent is C1CCOC1 (THF), O (H2O), CO (MeOH). Run at temperature 23 celsius. The product is N[C@@]1([C@@H]2[C@H]([C@@H]2C[C@H]1OCC1=CC=CC=C1)C(=O)O)C(=O)O ((1S,2R,3R,5R,6S)-2-amino-3-benzyloxybicyclo[3.1.0]hexane-2,6-dicarboxylic acid). The yield is 73.2%. Reaction SMILES: C([O:3][C:4]([C@@H:6]1[C@@H:11]2[C@H:7]1[CH2:8][C@@H:9]([O:23][CH2:24][C:25]1[CH:30]=[CH:29][CH:28]=[CH:27][CH:26]=1)[C@@:10]2([NH2:22])[C:12]([O:14]CC1C=CC=CC=1)=[O:13])=[O:5])C.O[Li].O.Cl>C1COCC1.O.CO>[NH2:22][C@@:10]1([C:12]([OH:14])=[O:13])[C@H:9]([O:23][CH2:24][C:25]2[CH:30]=[CH:29][CH:28]=[CH:27][CH:26]=2)[CH2:8][C@@H:7]2[C@H:11]1[C@H:6]2[C:4]([OH:5])=[O:3] |f:1.2|. Procedure details: A solution of (1S,2R,3R,5R,6S)-2-amino-3-benzyloxy-bicyclo [3.1.0] hexane-2,6-dicarboxylic acid 2-benzyl ester 6-ethyl ester (XXIV-3) (50 mg, 0.122 mmol) and LiOH.H2O (13 mg, 0.30 mmol) in THF (4 mL), H2O (2 mL) and MeOH (0.4 mL) was stirred at 23° C. for 36 h. The solution was acidified with conc. HCl and evaporated to dryness. The remaining pale yellow solid was suspended in EtOH, filtered, washed with more EtOH and the filtrate was evaporated to dryness. The residue was dissolved in EtOH (1 m... The reactants are C(#N)C=1C=C(C=CC1)NC(NC1=CC=C(C=C1)S(=O)(=O)NCC1=CC=C(C=C1)S(N)(=O)=O)=O (4-(3-(3-cyanophenyl)ureido)-N-(4-sulfamoylbenzyl)benzenesulfonamide), COCCNCCOC (bis(2-methoxyethyl)amine), secondary amine. Yields the product COCCN(C(C1=CC(=CC=C1)NC(=O)NC1=CC=C(C=C1)S(NCC1=CC=C(C=C1)S(N)(=O)=O)(=O)=O)=N)CCOC (N,N-bis(2-methoxyethyl)-3-(3-(4-(N-(4-sulfamoylbenzyl)sulfamoyl)phenyl)ureido)benzimidamide). The yield is 11.0%. RXN SMILES: [C:1]([C:3]1[CH:4]=[C:5]([NH:9][C:10](=[O:33])[NH:11][C:12]2[CH:17]=[CH:16][C:15]([S:18]([NH:21][CH2:22][C:23]3[CH:28]=[CH:27][C:26]([S:29](=[O:32])(=[O:31])[NH2:30])=[CH:25][CH:24]=3)(=[O:20])=[O:19])=[CH:14][CH:13]=2)[CH:6]=[CH:7][CH:8]=1)#[N:2].[CH3:34][O:35][CH2:36][CH2:37][NH:38][CH2:39][CH2:40][O:41][CH3:42]>>[CH3:34][O:35][CH2:36][CH2:37][N:38]([CH2:39][CH2:40][O:41][CH3:42])[C:1](=[NH:2])[C:3]1[CH:8]=[CH:7][CH:6]=[C:5]([NH:9][C:10]([NH:11][C:12]2[CH:17]=[CH:16][C:15]([S:18](=[O:20])(=[O:19])[NH:21][CH2:22][C:23]3[CH:28]=[CH:27][C:26]([S:29](=[O:32])(=[O:31])[NH2:30])=[CH:25][CH:24]=3)=[CH:14][CH:13]=2)=[O:33])[CH:4]=1. Procedure details: The title compound was prepared from 4-(3-(3-cyanophenyl)ureido)-N-(4-sulfamoylbenzyl)benzenesulfonamide following procedure C and using 1.1 equivalents of bis(2-methoxyethyl)amine as secondary amine. The product was purified by preparative HPLC.